From a dataset of the Open Reaction Database (ORD), a public repository of structured organic reaction records. describe an organic reaction: reactants, conditions, products, and yield Reactants: CCO, O=C1NC(Cc2ccc(Oc3ccccc3)cc2)C(c2ccc(F)cc2)O1, [Na+], [OH-]. Yields the product NC(Cc1ccc(Oc2ccccc2)cc1)C(O)c1ccc(F)cc1. As a reaction SMILES: [CH3:30][CH2:31][OH:32].[F:1][c:2]1[cH:3][cH:4][c:5]([CH:8]2[CH:9]([CH2:14][c:15]3[cH:16][cH:17][c:18]([O:21][c:22]4[cH:23][cH:24][cH:25][cH:26][cH:27]4)[cH:19][cH:20]3)[NH:10][C:11](=[O:13])[O:12]2)[cH:6][cH:7]1.[Na+:29].[OH-:28]>>[F:1][c:2]1[cH:3][cH:4][c:5]([CH:8]([CH:9]([NH2:10])[CH2:14][c:15]2[cH:16][cH:17][c:18]([O:21][c:22]3[cH:23][cH:24][cH:25][cH:26][cH:27]3)[cH:19][cH:20]2)[OH:12])[cH:6][cH:7]1.